From a dataset of the Open Reaction Database (ORD), a public repository of structured organic reaction records. describe an organic reaction: reactants, conditions, products, and yield Reactants: CC(C)(C)c1nc2cc(S(=O)(=O)Cl)ccc2n1CC1CCOCC1, C1CCNCC1, CN(C)c1ccncc1, CC#N. Yields the product CC(C)(C)c1nc2cc(S(=O)(=O)N3CCCCC3)ccc2n1CC1CCOCC1. Reaction SMILES: [C:1]([CH3:2])([CH3:3])([CH3:4])[c:5]1[n:6][c:7]2[c:8]([n:9]1[CH2:10][CH:11]1[CH2:12][CH2:13][O:14][CH2:15][CH2:16]1)[cH:17][cH:18][c:19]([S:21](=[O:22])(=[O:23])[Cl:24])[cH:20]2.[CH2:25]1[CH2:26][CH2:27][NH:28][CH2:29][CH2:30]1.[CH3:31][N:32]([c:33]1[cH:34][cH:35][n:36][cH:37][cH:38]1)[CH3:39].[CH3:40][C:41]#[N:42]>>[C:1]([CH3:2])([CH3:3])([CH3:4])[c:5]1[n:6][c:7]2[c:8]([n:9]1[CH2:10][CH:11]1[CH2:12][CH2:13][O:14][CH2:15][CH2:16]1)[cH:17][cH:18][c:19]([S:21](=[O:22])(=[O:23])[N:28]1[CH2:27][CH2:26][CH2:25][CH2:30][CH2:29]1)[cH:20]2. Reactants: COC(=O)c1ccc(C(C)(C)C)c([N+](=O)[O-])c1, CC(=O)O, CO, CCOC(C)=O, CCCCCC, [Zn]. Yields the product COC(=O)c1ccc(C(C)(C)C)c(N)c1. Reaction SMILES: [C:5]([CH3:6])([CH3:7])([CH3:8])[c:9]1[c:10]([N+:19]([O-:20])=[O:21])[cH:11][c:12]([C:13](=[O:14])[O:15][CH3:16])[cH:17][cH:18]1.[CH3:1][C:2](=[O:3])[OH:4].[CH3:22][OH:23].[CH3:24][CH2:25][O:26][C:27](=[O:28])[CH3:29].[CH3:30][CH2:31][CH2:32][CH2:33][CH2:34][CH3:35].[Zn:36]>>[C:5]([CH3:6])([CH3:7])([CH3:8])[c:9]1[c:10]([NH2:19])[cH:11][c:12]([C:13](=[O:14])[O:15][CH3:16])[cH:17][cH:18]1. Reactants: COC(=O)CC1(c2ccc(NC(=O)Cc3ccc4nc(Nc5ccccc5C)oc4c3)cc2)CCc2ccccc21, CCO, [Na+], [OH-]. Yields the product Cc1ccccc1Nc1nc2ccc(CC(=O)Nc3ccc(C4(CC(=O)O)CCc5ccccc54)cc3)cc2o1. Reaction SMILES: [CH3:1][O:2][C:3]([CH2:4][C:5]1([c:14]2[cH:15][cH:16][c:17]([NH:20][C:21]([CH2:22][c:23]3[cH:24][c:25]4[c:26]([n:27][c:28]([NH:30][c:31]5[c:32]([CH3:37])[cH:33][cH:34][cH:35][cH:36]5)[o:29]4)[cH:38][cH:39]3)=[O:40])[cH:18][cH:19]2)[CH2:6][CH2:7][c:8]2[cH:9][cH:10][cH:11][cH:12][c:13]21)=[O:41].[CH3:44][CH2:45][OH:46].[Na+:43].[OH-:42]>>[O:2]=[C:3]([CH2:4][C:5]1([c:14]2[cH:15][cH:16][c:17]([NH:20][C:21]([CH2:22][c:23]3[cH:24][c:25]4[c:26]([n:27][c:28]([NH:30][c:31]5[c:32]([CH3:37])[cH:33][cH:34][cH:35][cH:36]5)[o:29]4)[cH:38][cH:39]3)=[O:40])[cH:18][cH:19]2)[CH2:6][CH2:7][c:8]2[cH:9][cH:10][cH:11][cH:12][c:13]21)[OH:41]. Starting materials: CC(C)(OC(COC1=CC=C(C=C1)CC(C(=O)O)C)=O)C ((+)-4-[[2-(1,1-dimethylethoxy)-2-oxoethyl]oxy]-alpha-methyl-benzenepropanoic acid), [N+](=[N-])=C (diazomethane). The solvent is C(C)OCC (ethyl ether). The product is CC(C)(OC(COC1=CC=C(C=C1)CC(C(=O)OC)C)=O)C ((+)-4-[[2-(1,1-dimethylethoxy)-2-oxoethyl]oxy]-alpha-methyl-benzenepropanoic acid, methyl ester). RXN SMILES: [CH3:1][C:2]([CH3:21])([O:4][C:5](=[O:20])[CH2:6][O:7][C:8]1[CH:13]=[CH:12][C:11]([CH2:14][CH:15]([CH3:19])[C:16]([OH:18])=[O:17])=[CH:10][CH:9]=1)[CH3:3].[N+](=[CH2:24])=[N-]>C(OCC)C>[CH3:3][C:2]([CH3:1])([O:4][C:5](=[O:20])[CH2:6][O:7][C:8]1[CH:13]=[CH:12][C:11]([CH2:14][CH:15]([CH3:19])[C:16]([O:18][CH3:24])=[O:17])=[CH:10][CH:9]=1)[CH3:21]. Procedure: Dissolve (+)-4-[[2-(1,1-dimethylethoxy)-2-oxoethyl]oxy]-alpha-methyl-benzenepropanoic acid (90% ee) (6.04 g, 20.5 mmol) in ethyl ether (400 mL) and treat with excess diazomethane. Wash with saturated sodium hydrogen carbonate (2×300 mL) and brine (300 mL). Dry (MgSO4) and evaporate the solvent in vacuo to give (+)-4-[[2-(1,1-dimethylethoxy)-2-oxoethyl]oxy]-alpha-methyl-benzenepropanoic acid, methyl ester (5.85 g). Reactants: Br (hydrobromic acid), FC1=C(C=CC(=C1)OC)N1C=C(C(=O)O)C(C=C1C1=CC=C(C=C1)N(C)C)=O (1-(2-fluoro-4-methoxyphenyl)-6-(4-dimethylaminophenyl)-4-oxo-1,4-dihydronicotinic acid), [OH-].[Na+] (sodium hydroxide). Run in O (water). The product is FC1=C(C=CC(=C1)O)N1C=C(C(=O)O)C(C=C1C1=CC=C(C=C1)N(C)C)=O (1-(2-fluoro-4-hydroxyphenyl)-6-(4-dimethylaminophenyl)-4-oxo-1,4-dihydronicotinic acid). Yield: 58.8%. RXN SMILES: Br.[F:2][C:3]1[CH:8]=[C:7]([O:9]C)[CH:6]=[CH:5][C:4]=1[N:11]1[C:19]([C:20]2[CH:25]=[CH:24][C:23]([N:26]([CH3:28])[CH3:27])=[CH:22][CH:21]=2)=[CH:18][C:17](=[O:29])[C:13]([C:14]([OH:16])=[O:15])=[CH:12]1.[OH-].[Na+]>O>[F:2][C:3]1[CH:8]=[C:7]([OH:9])[CH:6]=[CH:5][C:4]=1[N:11]1[C:19]([C:20]2[CH:21]=[CH:22][C:23]([N:26]([CH3:27])[CH3:28])=[CH:24][CH:25]=2)=[CH:18][C:17](=[O:29])[C:13]([C:14]([OH:16])=[O:15])=[CH:12]1 |f:2.3|. Reported procedure: In 10 ml of 47% by weight hydrobromic acid was suspended 0.3 g of 1-(2-fluoro-4-methoxyphenyl)-6-(4-dimethylaminophenyl)-4-oxo-1,4-dihydronicotinic acid, and the suspension was refluxed for 2 hours. After completion of the reaction, the reaction mixture was cooled to room temperature and diluted with 10 ml of water. The resulting solution was then adjusted to a pH of 12 with 20% by weight aqueous sodium hydroxide solution and washed with 20 ml of chloroform. The aqueous layer was adjusted to a p...